From a dataset of the Open Reaction Database (ORD), a public repository of structured organic reaction records. describe an organic reaction: reactants, conditions, products, and yield The reactants are C[C@@H](CC1=CC=CC=C1)NC(C(F)(F)F)=O ((S)-N-(1-methyl-2-phenylethyl) trifluoroacetamide), ClS(=O)(=O)O (chlorosulfonic acid), ice water. Run in C(Cl)(Cl)Cl (chloroform). Reaction conditions: temperature 0 celsius, time 4 hour. The product is FC(C(=O)N[C@H](CC1=CC=C(C=C1)S(=O)(=O)Cl)C)(F)F ((S)-4-[2-[(trifluoroacetyl) amino]propyl]-benzenesulfonyl chloride). Isolated yield 90.0%. As a reaction SMILES: [CH3:1][C@H:2]([NH:10][C:11](=[O:16])[C:12]([F:15])([F:14])[F:13])[CH2:3][C:4]1[CH:9]=[CH:8][CH:7]=[CH:6][CH:5]=1.[Cl:17][S:18](O)(=[O:20])=[O:19]>C(Cl)(Cl)Cl>[F:15][C:12]([F:13])([F:14])[C:11]([NH:10][C@@H:2]([CH3:1])[CH2:3][C:4]1[CH:9]=[CH:8][C:7]([S:18]([Cl:17])(=[O:20])=[O:19])=[CH:6][CH:5]=1)=[O:16]. Reported procedure: To a solution of 2.0 g (8.64 mmol) of (S)-N-(1-methyl-2-phenylethyl)trifluoroacetamide (15) in 200 mL of chloroform was added 24 mL of chlorosulfonic acid dropwise at 0° C. The mixture was stirred at 0° C. for 4 hours. The reaction mixture was poured into 100 mL of ice water and extracted with 3×200 mL of chloroform. The organic layers were combined, dried over anhydrous sodium sulphate and evaporated to yield 2.58 g (7.82 mmol, 90%) of (S)-4-[2-[(trifluoroacetyl) amino]propyl]-benzenesulfonyl c... Reactants: C(CCCC)C(C(OCC)OCC)C(OCC)OCC (2-Pentyl-1,1,3,3-tetraethoxypropane), S(=O)(=O)(O)O.NN (hydrazine sulfate), [OH-].[Na+] (NaOH). The solvent is Cl (HCl). Conditions: temperature 90 celsius, time 1 hour. The product is C(CCCC)C=1C=NNC1 (4-PeP). RXN SMILES: [CH2:1]([CH:6]([CH:14](OCC)OCC)[CH:7](OCC)OCC)[CH2:2][CH2:3][CH2:4][CH3:5].S(O)(O)(=O)=O.[NH2:26][NH2:27].[OH-].[Na+]>Cl>[CH2:1]([C:6]1[CH:14]=[N:26][NH:27][CH:7]=1)[CH2:2][CH2:3][CH2:4][CH3:5] |f:1.2,3.4|. Procedure details: 4-Pentylpyrazole (4-PeP) was prepared by adding 2-Pentyl-1,1,3,3-tetraethoxypropane dropwise with stirring to a solution having a molar equivalent of hydrazine sulfate in 6M HCl at 40°-45° C. The mixture was kept at this temperature for 1 hour and the temperature then raised to 90° C. for 30 minutes. After the mixture cooled, 40% w/w 30 NaOH was added and the mixture thoroughly extracted with ether. Drying the ether solution over MgSO4 afforded 4-PeP. Stock solutions of 4-PeP (3 mM) were prepare...